From a dataset of the Open Reaction Database (ORD), a public repository of structured organic reaction records. describe an organic reaction: reactants, conditions, products, and yield Starting materials: CCO, O=C(CCl)NCc1c(O)cc(C(Cl)=C(Cl)Cl)cc1C(Cl)=C(Cl)Cl, Cl. Product: NCc1c(O)cc(C(Cl)=C(Cl)Cl)cc1C(Cl)=C(Cl)Cl. Reaction SMILES: [CH3:25][CH2:26][OH:27].[Cl:2][CH2:3][C:4](=[O:5])[NH:6][CH2:7][c:8]1[c:9]([OH:24])[cH:10][c:11]([C:19](=[C:20]([Cl:21])[Cl:22])[Cl:23])[cH:12][c:13]1[C:14](=[C:15]([Cl:16])[Cl:17])[Cl:18].[ClH:1]>>[NH2:6][CH2:7][c:8]1[c:9]([OH:24])[cH:10][c:11]([C:19](=[C:20]([Cl:21])[Cl:22])[Cl:23])[cH:12][c:13]1[C:14](=[C:15]([Cl:16])[Cl:17])[Cl:18]. Reactants: FC1=C(C=CC(=C1)F)N=C=S (2,4-Difluorophenyl isothiocyanate), C(C1=CC=CC=C1)N1C(C(NC12CCNCC2)CC2=CC=CC=C2)=O (1,3-dibenzyl-1,4,8-triazaspiro[4,5]decan-2-one). Run in C1(=CC=CC=C1)C (toluene). The product is FC1=C(C=CC(=C1)F)NC(=S)N1CCC2(NC(C(N2CC2=CC=CC=C2)=O)CC2=CC=CC=C2)CC1 (1,3-dibenzyl-2-oxo-1,4,8-triazaspiro[4,5]decane-8-thiocarboxylic acid (2,4-difluorophenyl)amide). RXN SMILES: [F:1][C:2]1[CH:7]=[C:6]([F:8])[CH:5]=[CH:4][C:3]=1[N:9]=[C:10]=[S:11].[CH2:12]([N:19]1[C:23]2([CH2:28][CH2:27][NH:26][CH2:25][CH2:24]2)[NH:22][CH:21]([CH2:29][C:30]2[CH:35]=[CH:34][CH:33]=[CH:32][CH:31]=2)[C:20]1=[O:36])[C:13]1[CH:18]=[CH:17][CH:16]=[CH:15][CH:14]=1>C1(C)C=CC=CC=1>[F:1][C:2]1[CH:7]=[C:6]([F:8])[CH:5]=[CH:4][C:3]=1[NH:9][C:10]([N:26]1[CH2:27][CH2:28][C:23]2([N:19]([CH2:12][C:13]3[CH:18]=[CH:17][CH:16]=[CH:15][CH:14]=3)[C:20](=[O:36])[CH:21]([CH2:29][C:30]3[CH:35]=[CH:34][CH:33]=[CH:32][CH:31]=3)[NH:22]2)[CH2:24][CH2:25]1)=[S:11]. Reported procedure: 2,4-Difluorophenyl isothiocyanate (256 mg, 1.50 mmol was added to a solution of 1,3-dibenzyl-1,4,8-triazaspiro[4,5]decan-2-one (503 mg, 1.50 mmol) in toluene (14.3 ml) with stirring under a blanket of nitrogen at RT and the reaction mixture was stirred at 50° C. for 8 h. After removal of the solvent, the desired product 1,3-dibenzyl-2-oxo-1,4,8-triazaspiro[4,5]decane-8-thiocarboxylic acid (2,4-difluorophenyl)amide was obtained by means of preparative HPLC. Reactants: [Al+3], CCCCC(=O)Cl, ClCCl, C[Si](C)(C)C#C[Si](C)(C)C, [Cl-], [Cl-], [Cl-]. Yields the product CCCCC(=O)C#C[Si](C)(C)C. As a reaction SMILES: [Al+3:19].[C:1]([CH2:2][CH2:3][CH2:4][CH3:5])(=[O:6])[Cl:7].[CH2:22]([Cl:23])[Cl:24].[CH3:8][Si:9]([CH3:10])([CH3:11])[C:12]#[C:13][Si:14]([CH3:15])([CH3:16])[CH3:17].[Cl-:18].[Cl-:20].[Cl-:21]>>[C:1]([CH2:2][CH2:3][CH2:4][CH3:5])(=[O:6])[C:13]#[C:12][Si:9]([CH3:8])([CH3:10])[CH3:11].